This data is from the Open Reaction Database (ORD), a public repository of structured organic reaction records. The task is: describe an organic reaction: reactants, conditions, products, and yield Reactants: CSC1=CC=C(C=C1)NC1=NC(=NC(=C1)C1=CC=CC=C1)N1CCC(CC1)O (1-[4-(4-Methylsulfanyl-phenylamino)-6-phenyl-pyrimidin-2-yl]-piperidin-4-ol), OOS(=O)[O-].[K+] (oxone), CC(=O)C.O (acetone water). The product is CS(=O)(=O)C1=CC=C(C=C1)NC1=NC(=NC(=C1)C1=CC=CC=C1)N1CCC(CC1)O (1-[4-(4-methanesulfonyl-phenylamino)-6-phenyl-pyrimidin-2-yl]-piperidin-4-ol). RXN SMILES: CS[C:3]1[CH:8]=[CH:7][C:6]([NH:9][C:10]2[CH:15]=[C:14]([C:16]3[CH:21]=[CH:20][CH:19]=[CH:18][CH:17]=3)[N:13]=[C:12]([N:22]3[CH2:27][CH2:26][CH:25]([OH:28])[CH2:24][CH2:23]3)[N:11]=2)=[CH:5][CH:4]=1.O[O:30][S:31]([O-:33])=O.[K+].[CH3:35]C(C)=O.O>>[CH3:35][S:31]([C:3]1[CH:4]=[CH:5][C:6]([NH:9][C:10]2[CH:15]=[C:14]([C:16]3[CH:21]=[CH:20][CH:19]=[CH:18][CH:17]=3)[N:13]=[C:12]([N:22]3[CH2:27][CH2:26][CH:25]([OH:28])[CH2:24][CH2:23]3)[N:11]=2)=[CH:7][CH:8]=1)(=[O:33])=[O:30] |f:1.2,3.4|. Reported procedure: 1-[4-(4-Methylsulfanyl-phenylamino)-6-phenyl-pyrimidin-2-yl]-piperidin-4-ol was oxidized (0.27 g, 0.69 mmol) with oxone (1.6 g, 2.76 mmol) in acetone-water (3:1) at room temperature for 1 hour. Starting materials: C([O-])([O-])=O.[K+].[K+] (potassium carbonate), IC1=C(C(=O)O)C=C(C=C1)C (2-iodo-5-methyl-benzoic acid), CC1=CC=C(C=C1)O (4-methyl-phenol), [N+](=O)([O-])C1=CC=CC=C1 (nitrobenzene), C([O-])([O-])=O.[K+].[K+] (potassium carbonate). Reagents/catalysts: [Cu] (copper). Run in O (water). Product: CC1=CC=C(OC2=C(C(=O)O)C=C(C=C2)C)C=C1 (2-(4-methylphenoxy)-5-methyl-benzoic acid). RXN SMILES: I[C:2]1[CH:10]=[CH:9][C:8]([CH3:11])=[CH:7][C:3]=1[C:4]([OH:6])=[O:5].[N+](C1C=CC=CC=1)([O-])=O.C(=O)([O-])[O-].[K+].[K+].[CH3:27][C:28]1[CH:33]=[CH:32][C:31]([OH:34])=[CH:30][CH:29]=1>[Cu].O>[CH3:27][C:28]1[CH:33]=[CH:32][C:31]([O:34][C:2]2[CH:10]=[CH:9][C:8]([CH3:11])=[CH:7][C:3]=2[C:4]([OH:6])=[O:5])=[CH:30][CH:29]=1 |f:2.3.4|. Procedure details: 393 G. of 2-iodo-5-methyl-benzoic acid in 150 ml. of nitrobenzene are heated to 145° C. 138 G. of potassium carbonate are added thereto in small portions with stirring. Subsequently, 156 ml. of 4-methyl-phenol and 276 g. of potassium carbonate are added. To the resulting mixture, 3 g. of copper powder are carefully added, and the mixture is subsequently stirred at 165° C. for 20 minutes. After cooling, 1.25 liters of water are added to the mixture which is then extracted twice with ether. The aq... Reactants: ClC1=CC=C(C=N1)CC=1C=C2C(N(C=NC2=C2C1C=CC=C2)[C@H]2[C@@H](CCCC2)O)=O (rac-6-[(6-chloropyridin-3-yl)methyl]-3-[trans-2-hydroxycyclohexyl]benzo[h]quinazolin-4(3H)-one), N1N=CC=C1 (pyrazole), C([O-])([O-])=O.[Cs+].[Cs+] (cesium carbonate), CN[C@H]1[C@@H](CCCC1)NC (trans-N,N′-dimethylcyclohexane-1,2-diamine). Reagents/catalysts: [Cu]I (copper(I) iodide). The solvent is CS(=O)C (DMSO). Run at temperature 130 celsius. Yields the product O[C@H]1[C@@H](CCCC1)N1C=NC2=C3C(=C(C=C2C1=O)CC=1C=NC(=CC1)N1N=CC=C1)C=CC=C3 (rac-3-[trans-2-hydroxycyclohexyl]-6-{[6-(1H-pyrazol-1-yl)pyridin-3-yl]methyl}benzo[h]quinazolin-4(3H)-one). RXN SMILES: Cl[C:2]1[N:7]=[CH:6][C:5]([CH2:8][C:9]2[CH:10]=[C:11]3[C:16](=[C:17]4[CH:22]=[CH:21][CH:20]=[CH:19][C:18]=24)[N:15]=[CH:14][N:13]([C@@H:23]2[CH2:28][CH2:27][CH2:26][CH2:25][C@H:24]2[OH:29])[C:12]3=[O:30])=[CH:4][CH:3]=1.[NH:31]1[CH:35]=[CH:34][CH:33]=[N:32]1.C(=O)([O-])[O-].[Cs+].[Cs+].CN[C@@H]1CCCC[C@H]1NC>CS(C)=O.[Cu]I>[OH:29][C@@H:24]1[CH2:25][CH2:26][CH2:27][CH2:28][C@H:23]1[N:13]1[C:12](=[O:30])[C:11]2[C:16](=[C:17]3[CH:22]=[CH:21][CH:20]=[CH:19][C:18]3=[C:9]([CH2:8][C:5]3[CH:6]=[N:7][C:2]([N:31]4[CH:35]=[CH:34][CH:33]=[N:32]4)=[CH:3][CH:4]=3)[CH:10]=2)[N:15]=[CH:14]1 |f:2.3.4|. Reported procedure: To a solution of rac-6-[(6-chloropyridin-3-yl)methyl]-3-[trans-2-hydroxycyclohexyl]benzo[h]quinazolin-4(3H)-one (0.050 g, 0.12 mmol) and pyrazole (0.024 g, 0.36 mmol) in 2 mL of DMSO under an atmosphere of nitrogen was added cesium carbonate (0.24 mL, 1 N aqueous, 0.24 mmol), trans-N,N′-dimethylcyclohexane-1,2-diamine (1.7 mg, 0.012 mmol), and copper(I) iodide (2.3 mg, 0.012 mmol). The mixture was heated at 130° C. for 24 h, cooled to rt, and purified via preparative reverse phase HPLC. The appr... Reactants: [Se]1(C=NC2=C1C=CC=C2)=O (benzoselenazolinone), [Na] (sodium), CI (methyl iodide). Run in alcohol, O (water). Run at time 12 hour. Product: CN1C[Se](C2=C1C=CC=C2)=O (3-Methylbenzoselenazolinone). Reaction SMILES: [Se:1]1(=[O:10])[C:5]2[CH:6]=[CH:7][CH:8]=[CH:9][C:4]=2[N:3]=[CH:2]1.[Na].[CH3:12]I>O>[CH3:12][N:3]1[C:4]2[CH:9]=[CH:8][CH:7]=[CH:6][C:5]=2[Se:1](=[O:10])[CH2:2]1 |^1:10|. Reported procedure: 0.01 mol of benzoselenazolinone is introduced into a ground-necked round-bottomed flask containing 0.35 gram (0.015 gram-atom) of sodium dissolved in 50 l cm3 of absolute alcohol. 3.1 cm3 (0.05 mol) of methyl iodide are added dropwise and with stirring. After 12 hours, the solvent is evaporated off. The solid obtained is taken up with 30 to 40 cm3 of water and then extracted with chloroform. The chloroform phase is dried over calcium chloride and the solvent is then evaporated off under reduced ... Yields the product O[C@@H](C=O)[C@@H](CSC)C ((2R,3S)-2-Hydroxy-3-methyl-4-(methylthio)-1-butanal). As a reaction SMILES: C(OC([O:6][C@H:7]([C@H:10]([CH3:14])[CH2:11][S:12][CH3:13])[CH:8]=[O:9])C)C.Cl.C(Cl)Cl>C1COCC1>[OH:6][C@H:7]([C@H:10]([CH3:14])[CH2:11][S:12][CH3:13])[CH:8]=[O:9]. The solvent is C1CCOC1 (THF). Starting materials: C(C)OC(C)O[C@@H](C=O)[C@@H](CSC)C ((2R,3S)-2-(1'Ethoxyethoxy)-3-methyl-4-(methylthio)-1-butanal), Cl (HCl), C(Cl)Cl (methylene chloride), C(C)OC(C)O[C@@H](C=O)[C@@H](CSC)C ((2R,3S)-2-(1'Ethoxyethoxy)-3-methyl-4-(methylthio)-1-butanal). Reported procedure: A stirred solution of (F) (from above) in fresh THF (75ml.) was treated with lN HCl (15 ml.) The mixture was deaerated under a nitrogen atmosphere and stirred at ambient temperatures until tlc analysis indicated no compound (F) remained. The mixture was transferred to a separatory funnel with methylene chloride (300 ml ). washed lX with water (300 ml.), and the aqueous layer re-extracted 2X with methylene chloride. The organic layers were combined and washed lX with water and concentrated in vac... The reactants are O (water), ClC=1N=C(C2=C(N1)CCCS2)N2CCN(CC2)C=O (2-chloro-4-(N-formylpiperazino)-7,8-dihydro-6H-thiopyrano[3,2-d]pyrimidine), CN (methylamine). Solvent: mixture, CO.C(C)O (methanol ethanol), aqueous solution. Procedure details: 7 g of 2-chloro-4-(N-formylpiperazino)-7,8-dihydro-6H-thiopyrano[3,2-d]pyrimidine was dissolved in 100 ml of a mixture of methanol-ethanol (1:1 by volume), and 50 ml of a 40% aqueous solution of methylamine was added thereto, followed by gently stirring while warming for 7 hours. A large amount of water was added to the mixture which was then extracted with chloroform. The organic layer was washed with water and dried over magnesium sulfate. The solvent was distilled off and PG,16 the resulting ... The product is CNC=1N=C(C2=C(N1)CCCS2)N2CCN(CC2)C=O (2-methylamino-4-(N-formylpiperazino)-7,8-dihydro-6H-thiopyrano[3,2-d]pyrimidine). RXN SMILES: Cl[C:2]1[N:3]=[C:4]([N:12]2[CH2:17][CH2:16][N:15]([CH:18]=[O:19])[CH2:14][CH2:13]2)[C:5]2[S:11][CH2:10][CH2:9][CH2:8][C:6]=2[N:7]=1.O.[CH3:21][NH2:22]>CO.C(O)C>[CH3:21][NH:22][C:2]1[N:3]=[C:4]([N:12]2[CH2:17][CH2:16][N:15]([CH:18]=[O:19])[CH2:14][CH2:13]2)[C:5]2[S:11][CH2:10][CH2:9][CH2:8][C:6]=2[N:7]=1 |f:3.4|.